Dataset: the Open Reaction Database (ORD), a public repository of structured organic reaction records. Task: describe an organic reaction: reactants, conditions, products, and yield Reactants: C(C)(=O)C=1C=C(C(C)(C)O)C=CC1 (m-acetyl-α,α-dimethylbenzyl alcohol), peroxides, C(C)(C)C=1C=C(C(C)(C)O)C=CC1 (m-isopropyl-α,α-dimethylbenzyl alcohol), C(=C)(C)C=1C=C(C=CC1)C(C)=O (m-isopropenylacetophenone), C(=C)(C)C=1C=C(C=CC1)C(C)C (m-isopropenylcumene), C(=C)(C)C=1C=C(C=CC1)O (m-isopropenylphenol), C1(O)=CC(O)=CC=C1 (resorcin), carbinols, olefins. Run in CC(=O)C (acetone). Yields the product hydroperoxides, C(C)(C)C=1C=C(C=CC1)O (m-isopropylphenol). RXN SMILES: C1(C=CC=C(O)C=1)O.C(C1C=C(C=CC=1)C(O)(C)C)(C)C.C(C1C=C(C=CC=1)C(O)(C)C)(=O)C.[C:35]([C:38]1[CH:39]=[C:40]([OH:44])[CH:41]=[CH:42][CH:43]=1)([CH3:37])=[CH2:36].C(C1C=C(C(=O)C)C=CC=1)(C)=C.C(C1C=C(C(C)C)C=CC=1)(C)=C>CC(C)=O>[CH:35]([C:38]1[CH:39]=[C:40]([OH:44])[CH:41]=[CH:42][CH:43]=1)([CH3:37])[CH3:36]. Procedure: The reaction mixture formed by the acid-decomposition contains not only resorcin, acetone and the inert solvent used but also various by-products, for example, carbinols such as m-isopropyl-α,α-dimethylbenzyl alcohol, m-acetyl-α,α-dimethylbenzyl alcohol and m-hydroxy-α,α-dimethylbenzyl alcohol, olefins such as m-isopropenylphenol, m-isopropenylacetophenone and m-isopropenylcumene, peroxides which are estimated to have been formed by condensation reaction between carbinols or olefins and hydroper... Run in ClCCl (dichloromethane), C1CCOC1 (THF). The yield is 89.4%. Procedure details: 50 g of 4-(2-ethoxycarbonyl-4-methyl-3-oxo-pent-1-enyl)benzoic acid are dissolved in 300 ml of THF, 1.00 g of palladium on carbon (10%) is added, and the mixture is hydrogenated under a hydrogen pressure of 4 bar in an autoclave for 24 h. The mixture is diluted with dichloromethane and filtered with suction through Celite, the residue is washed with dichloromethane and concentrated in vacuo. The residue is purified by chromatography on silica gel (ethyl acetate/n-heptane=3/1). 45 g of compound 4... The product is C(C)OC(=O)C(CC1=CC=C(C(=O)O)C=C1)C(C(C)C)=O (4-(2-Ethoxycarbonyl-4-methyl-3-oxo-pentyl)benzoic acid). The reagents and catalysts are [Pd] (palladium on carbon). As a reaction SMILES: [CH2:1]([O:3][C:4]([C:6]([C:17](=[O:21])[CH:18]([CH3:20])[CH3:19])=[CH:7][C:8]1[CH:16]=[CH:15][C:11]([C:12]([OH:14])=[O:13])=[CH:10][CH:9]=1)=[O:5])[CH3:2]>C1COCC1.[Pd].ClCCl>[CH2:1]([O:3][C:4]([CH:6]([C:17](=[O:21])[CH:18]([CH3:20])[CH3:19])[CH2:7][C:8]1[CH:16]=[CH:15][C:11]([C:12]([OH:14])=[O:13])=[CH:10][CH:9]=1)=[O:5])[CH3:2]. The reactants are C(C)OC(=O)C(=CC1=CC=C(C(=O)O)C=C1)C(C(C)C)=O (4-(2-ethoxycarbonyl-4-methyl-3-oxo-pent-1-enyl)benzoic acid).